Dataset: the Open Reaction Database (ORD), a public repository of structured organic reaction records. Task: describe an organic reaction: reactants, conditions, products, and yield Starting materials: [Cl-].[Al+3].[Cl-].[Cl-] (aluminum chloride), S(=O)(Cl)Cl (thionyl chloride), C(C1=CC=CC=C1)(=O)N1CCC(CC1)CCC(=O)O (3-(1-benzoylpiperidin-4-yl)propionic acid), ice water, COC(=O)N1CCC2=C(CC1)C=CC=C2 (3- methoxycarbonyl-2,3,4,5-tetrahydro-1H-3-benzazepine). Reaction conditions: temperature 0 celsius, time 40 minute. The product is COC(=O)N1CCC2=C(CC1)C=CC(=C2)C(CCC2CCN(CC2)C(C2=CC=CC=C2)=O)=O (3-methoxycarbonyl-7-[3-(1- benzoylpiperidin-4-yl)-1-oxopropyl]-2,3,4,5-tetrahydro-1H-3-benzazepine). The yield is 83.5%. RXN SMILES: S(Cl)(Cl)=O.[C:5]([N:13]1[CH2:18][CH2:17][CH:16]([CH2:19][CH2:20][C:21]([OH:23])=O)[CH2:15][CH2:14]1)(=[O:12])[C:6]1[CH:11]=[CH:10][CH:9]=[CH:8][CH:7]=1.[CH3:24][O:25][C:26]([N:28]1[CH2:34][CH2:33][C:32]2[CH:35]=[CH:36][CH:37]=[CH:38][C:31]=2[CH2:30][CH2:29]1)=[O:27].[Cl-].[Al+3].[Cl-].[Cl-]>>[CH3:24][O:25][C:26]([N:28]1[CH2:34][CH2:33][C:32]2[CH:35]=[CH:36][C:37]([C:21](=[O:23])[CH2:20][CH2:19][CH:16]3[CH2:15][CH2:14][N:13]([C:5](=[O:12])[C:6]4[CH:7]=[CH:8][CH:9]=[CH:10][CH:11]=4)[CH2:18][CH2:17]3)=[CH:38][C:31]=2[CH2:30][CH2:29]1)=[O:27] |f:3.4.5.6|. Procedure details: Under ice-cooling, 1.5 ml of thionyl chloride was added dropwise to 1.08 g (4.1 mmol.) of 3-(1-benzoylpiperidin-4-yl)propionic acid obtained in Reference Example 9. The mixture was stirred for 40 minutes at 0° C., then thionyl chloride was distilled off. The residue was dissolved in 20 ml of 1,2-dichloroethane, to which was added 0.81 g (3.9 mmol.) of 3- methoxycarbonyl-2,3,4,5-tetrahydro-1H-3-benzazepine obtained in Reference Example 10. To the mixture was added 1.75 g (13.1 mmol.) of aluminum ...